Dataset: the Open Reaction Database (ORD), a public repository of structured organic reaction records. Task: describe an organic reaction: reactants, conditions, products, and yield Reactants: COC=1C=C(C=CC1OC)CCO (3,4-dimethoxybenzeneethanol), N1CCC(CC1)C(C)=O (1-(4-piperidinyl)ethanone), Cl (hydrochloric acid). Run in C(C)O (ethanol). Reaction conditions: time 15 hour. The product is COC=1C(=CC2=C(CCOC2(C)C2CCNCC2)C1)OC (4-(3,4-dihydro-6,7-dimethoxy-1-methyl-1H-2-benzopyran-1-yl)piperidine). Isolated yield 78.5%. Reaction SMILES: [CH3:1][O:2][C:3]1[CH:4]=[C:5]([CH2:11][CH2:12][OH:13])[CH:6]=[CH:7][C:8]=1[O:9][CH3:10].[NH:14]1[CH2:19][CH2:18][CH:17]([C:20](=O)[CH3:21])[CH2:16][CH2:15]1.Cl>C(O)C>[CH3:1][O:2][C:3]1[C:8]([O:9][CH3:10])=[CH:7][C:6]2[C:20]([CH:17]3[CH2:18][CH2:19][NH:14][CH2:15][CH2:16]3)([CH3:21])[O:13][CH2:12][CH2:11][C:5]=2[CH:4]=1. Procedure: A mixture of 200 g of 3,4-dimethoxybenzeneethanol and 163.7 g of 1-(4-piperidinyl)ethanone in 800 ml of ethanol saturated with anhydrous hydrochloric acid was stirred for 15 h at ambient temperature. The mixture was concentrated under vacuum, and the concentrate was diluted with 500 ml of ethanol after which the hydrochloride precipitated. After filtration the hydrochloride was dissolved in water and sodium hydroxide until the pH was 12. The base was extracted with dichloromethane, and the organ... The reactants are CC1CCCC(C)N1CCNC(=O)C1CCCCN1C(=O)OC(C)(C)C, O=C(O)C(F)(F)F. Yields the product CC1CCCC(C)N1CCNC(=O)C1CCCCN1. As a reaction SMILES: [C:1]([O:2][C:3](=[O:4])[N:8]1[CH:9]([C:14](=[O:15])[NH:16][CH2:17][CH2:18][N:19]2[CH:20]([CH3:26])[CH2:21][CH2:22][CH2:23][CH:24]2[CH3:25])[CH2:10][CH2:11][CH2:12][CH2:13]1)([CH3:5])([CH3:6])[CH3:7].[OH:27][C:28]([C:29]([F:30])([F:31])[F:32])=[O:33]>>[NH:8]1[CH:9]([C:14](=[O:15])[NH:16][CH2:17][CH2:18][N:19]2[CH:20]([CH3:26])[CH2:21][CH2:22][CH2:23][CH:24]2[CH3:25])[CH2:10][CH2:11][CH2:12][CH2:13]1. Reactants: CCOC(=O)C(=O)c1ccc(OCC(=O)N2CCC(c3ccccc3)CC2)cc1, CO, [Na+], [OH-]. The product is O=C(O)C(=O)c1ccc(OCC(=O)N2CCC(c3ccccc3)CC2)cc1. RXN SMILES: [CH2:1]([CH3:2])[O:3][C:4]([C:5]([c:6]1[cH:7][cH:8][c:9]([O:12][CH2:13][C:14]([N:15]2[CH2:16][CH2:17][CH:18]([c:21]3[cH:22][cH:23][cH:24][cH:25][cH:26]3)[CH2:19][CH2:20]2)=[O:27])[cH:10][cH:11]1)=[O:28])=[O:29].[CH3:32][OH:33].[Na+:31].[OH-:30]>>[O:3]=[C:4]([C:5]([c:6]1[cH:7][cH:8][c:9]([O:12][CH2:13][C:14]([N:15]2[CH2:16][CH2:17][CH:18]([c:21]3[cH:22][cH:23][cH:24][cH:25][cH:26]3)[CH2:19][CH2:20]2)=[O:27])[cH:10][cH:11]1)=[O:28])[OH:29]. Starting materials: C=Cc1ccc(CC)nc1, Cc1ccc2[nH]c3c(c2c1)CN(C)CC3, [K+], [OH-], O. Product: CCc1ccc(CCn2c3c(c4cc(C)ccc42)CN(C)CC3)cn1. RXN SMILES: [CH2:18]([CH3:19])[c:20]1[n:21][cH:22][c:23]([CH:26]=[CH2:27])[cH:24][cH:25]1.[CH3:1][N:2]1[CH2:3][c:4]2[c:5]([nH:6][c:7]3[cH:8][cH:9][c:10]([CH3:13])[cH:11][c:12]23)[CH2:14][CH2:15]1.[K+:17].[OH-:16].[OH2:28]>>[CH3:1][N:2]1[CH2:3][c:4]2[c:5]([n:6]([CH2:27][CH2:26][c:23]3[cH:22][n:21][c:20]([CH2:18][CH3:19])[cH:25][cH:24]3)[c:7]3[cH:8][cH:9][c:10]([CH3:13])[cH:11][c:12]23)[CH2:14][CH2:15]1. As a reaction SMILES: [Br:16][c:17]1[c:18]([F:26])[cH:19][cH:20][c:21]([N+:23](=[O:24])[O-:25])[cH:22]1.[CH3:27][S:28]([CH3:29])=[O:30].[CH3:31][CH2:32][O:33][C:34](=[O:35])[CH3:36].[F-:14].[F:1][CH:2]([O:3][c:4]1[c:5]([OH:12])[cH:6][c:7]([CH:8]=[O:9])[cH:10][cH:11]1)[F:13].[K+:15]>>[F:1][CH:2]([O:3][c:4]1[c:5]([O:12][c:18]2[c:17]([Br:16])[cH:22][c:21]([N+:23](=[O:24])[O-:25])[cH:20][cH:19]2)[cH:6][c:7]([CH:8]=[O:9])[cH:10][cH:11]1)[F:13]. Yields the product O=Cc1ccc(OC(F)F)c(Oc2ccc([N+](=O)[O-])cc2Br)c1. Starting materials: O=[N+]([O-])c1ccc(F)c(Br)c1, CS(C)=O, CCOC(C)=O, [F-], O=Cc1ccc(OC(F)F)c(O)c1, [K+].